From a dataset of the Open Reaction Database (ORD), a public repository of structured organic reaction records. describe an organic reaction: reactants, conditions, products, and yield The reactants are resultant mixture, CS(=O)(=O)OCC1CC(N(C1)C1=CC=C(C=C1)OC)=O ({1-(4-methoxyphenyl)-2-pyrrolidon-4-yl}methyl methanesulfonate), OC1=CC=C(C=O)C=C1 (4-hydroxybenzaldehyde), C([O-])([O-])=O.[K+].[K+] (potassium carbonate). The solvent is CN(C=O)C (N,N-dimethylformamide). Yields the product COC1=CC=C(C=C1)N1C(CC(C1)COC1=CC=C(C=O)C=C1)=O (4-{1-(4-methoxyphenyl)-2-pyrrolidon-4-yl)methoxybenzaldehyde). Isolated yield 82.2%. Reaction SMILES: CS([O:5][CH2:6][CH:7]1[CH2:11][N:10]([C:12]2[CH:17]=[CH:16][C:15]([O:18][CH3:19])=[CH:14][CH:13]=2)[C:9](=[O:20])[CH2:8]1)(=O)=O.O[C:22]1[CH:29]=[CH:28][C:25]([CH:26]=[O:27])=[CH:24][CH:23]=1.C(=O)([O-])[O-].[K+].[K+]>CN(C)C=O>[CH3:19][O:18][C:15]1[CH:16]=[CH:17][C:12]([N:10]2[CH2:11][CH:7]([CH2:6][O:5][C:22]3[CH:29]=[CH:28][C:25]([CH:26]=[O:27])=[CH:24][CH:23]=3)[CH2:8][C:9]2=[O:20])=[CH:13][CH:14]=1 |f:2.3.4|. Procedure details: Then, 3.20 g of {1-(4-methoxyphenyl)-2-pyrrolidon-4-yl}methyl methanesulfonate and 1.4 g of 4-hydroxybenzaldehyde were dissolved in 32 ml of anhydrous N,N-dimethylformamide, to which 1.92 g of anhydrous potassium carbonate were added. The resultant mixture was stirred at 70° C. for 15 hours. The reaction mixture was filtered and the filtrate was concentrated. The thus-obtained residue was extracted with ethyl acetate. The extract was washed with water, dried over magnesium sulfate and then filte... Reactants: C(C)(C)(C)C1=CC(=C(C=C1)C=1N([C@@H]([C@@H](N1)C1=CC=C(C=C1)Cl)C1=CC=C(C=C1)Cl)C(=O)Cl)OCC ((4S,5R)-2-(4-tert-butyl-2-ethoxy-phenyl)-4,5-bis-(4-chloro-phenyl)-4,5-dihydro-imidazole-1-carbonyl chloride), N1C(CNCC1)=O (2-piperazinone). The product is Cl.C(C)(C)(C)C1=CC(=C(C=C1)C=1N([C@@H]([C@@H](N1)C1=CC=C(C=C1)Cl)C1=CC=C(C=C1)Cl)C(=O)N1CC(NCC1)=O)OCC (4-[(4S,5R)-2-(4-tert-Butyl-2-ethoxy-phenyl)-4,5-bis-(4-chloro-phenyl)-4,5-dihydro-imidazole-1-carbonyl]-piperazin-2-one hydrochloride). Reaction SMILES: [C:1]([C:5]1[CH:10]=[CH:9][C:8]([C:11]2[N:12]([C:30](Cl)=[O:31])[C@H:13]([C:23]3[CH:28]=[CH:27][C:26]([Cl:29])=[CH:25][CH:24]=3)[C@H:14]([C:16]3[CH:21]=[CH:20][C:19]([Cl:22])=[CH:18][CH:17]=3)[N:15]=2)=[C:7]([O:33][CH2:34][CH3:35])[CH:6]=1)([CH3:4])([CH3:3])[CH3:2].[NH:36]1[CH2:41][CH2:40][NH:39][CH2:38][C:37]1=[O:42]>>[ClH:22].[C:1]([C:5]1[CH:10]=[CH:9][C:8]([C:11]2[N:12]([C:30]([N:39]3[CH2:40][CH2:41][NH:36][C:37](=[O:42])[CH2:38]3)=[O:31])[C@H:13]([C:23]3[CH:24]=[CH:25][C:26]([Cl:29])=[CH:27][CH:28]=3)[C@H:14]([C:16]3[CH:17]=[CH:18][C:19]([Cl:22])=[CH:20][CH:21]=3)[N:15]=2)=[C:7]([O:33][CH2:34][CH3:35])[CH:6]=1)([CH3:4])([CH3:2])[CH3:3] |f:2.3|. Reported procedure: 4-[(4S,5R)-2-(4-tert-Butyl-2-ethoxy-phenyl)-4,5-bis-(4-chloro-phenyl)-4,5-dihydro-imidazole-1-carbonyl]-piperazin-2-one hydrochloride was prepared from (4S,5R)-2-(4-tert-butyl-2-ethoxy-phenyl)-4,5-bis-(4-chloro-phenyl)-4,5-dihydro-imidazole-1-carbonyl chloride (example 11) and 2-piperazinone (Avocado Organics) in an analogous manner as described in example 25. LR-MS: 593.4 [(M+H)+] The reactants are compound 17, CC1=C(O)C(=C(C(=C1)O)C(CCCCCCCCCCCCCCC)=O)CCC (2-methyl-6-propyl-5-hexadecanoylhydroquinone), [BH4-].[Na+] (sodium borohydride). Solvent: CO (carbinol), CO (methanol), O (water). Yields the product CC1=C(O)C(=C(C(=C1)O)C(CCCCCCCCCCCCCCC)O)CCC (2-methyl-6-propyl-5-α-hydroxyhexadecylhydroquinone). As a reaction SMILES: [CH3:1][C:2]1[CH:8]=[C:7]([OH:9])[C:6]([C:10](=[O:26])[CH2:11][CH2:12][CH2:13][CH2:14][CH2:15][CH2:16][CH2:17][CH2:18][CH2:19][CH2:20][CH2:21][CH2:22][CH2:23][CH2:24][CH3:25])=[C:5]([CH2:27][CH2:28][CH3:29])[C:3]=1[OH:4].[BH4-].[Na+]>CO.O>[CH3:1][C:2]1[CH:8]=[C:7]([OH:9])[C:6]([CH:10]([OH:26])[CH2:11][CH2:12][CH2:13][CH2:14][CH2:15][CH2:16][CH2:17][CH2:18][CH2:19][CH2:20][CH2:21][CH2:22][CH2:23][CH2:24][CH3:25])=[C:5]([CH2:27][CH2:28][CH3:29])[C:3]=1[OH:4] |f:1.2|. Procedure: 6.5 g of the keto-compound of step 4 were dissolved in 90 ml of methanol and hydrogenated with a solution of 0.75 g of sodium borohydride in 8 ml of water as described for compound 17, step 5. The crude carbinol formed was recrystallized from methanol. The reactants are N,N-dicyclohexylcarbodiimide, C(\C=C\CCC)(=O)O ((E)-hex-2-enoic acid), OC1=CC=C(C=C1)C#CC1=CC=C(S1)C#N (1-(4-hydroxyphenyl)-2-(2-cyanothiophen-5-yl)acetylene). Reagents/catalysts: CN(C1=CC=NC=C1)C (4-(dimethylamino)pyridine). The solvent is ClCCl (dichloromethane), ClCCl (dichloromethane). Run at temperature 0 celsius, time 8 hour. Product: C(\C=C\CCC)OC1=CC=C(C=C1)C#CC1=CC=C(S1)C#N (1-(4-[(E)-hex-2-enyloxy]phenyl)-2-(2-cyanothiophen-5-yl)acetylene). Isolated yield 96.5%. As a reaction SMILES: [C:1](O)(=O)/[CH:2]=[CH:3]/[CH2:4][CH2:5][CH3:6].[OH:9][C:10]1[CH:15]=[CH:14][C:13]([C:16]#[C:17][C:18]2[S:22][C:21]([C:23]#[N:24])=[CH:20][CH:19]=2)=[CH:12][CH:11]=1>ClCCl.CN(C)C1C=CN=CC=1>[CH2:1]([O:9][C:10]1[CH:11]=[CH:12][C:13]([C:16]#[C:17][C:18]2[S:22][C:21]([C:23]#[N:24])=[CH:20][CH:19]=2)=[CH:14][CH:15]=1)/[CH:2]=[CH:3]/[CH2:4][CH2:5][CH3:6]. Procedure: A solution of N,N-dicyclohexylcarbodiimide (0.22 g) in dichloromethane (10 cm3) is added to a solution of (E)-hex-2-enoic acid (0.10 g), 1-(4-hydroxyphenyl)-2-(2-cyanothiophen-5-yl)acetylene (0.32 g), 4-(dimethylamino)pyridine (0.04 g) in dichloromethane (20 cm3), cooled in an ice bath (0° C.) under an atmosphere of nitrogen. The reaction mixture is stirred overnight, filtered to remove precipitated material and the filtrate is evaporated down under reduced pressure. The crude product is purifie... Reactants: OCCN1C=NC2=C(C1=O)C(=C(S2)C(N(C)C)=O)C (3-(2-hydroxyethyl)-5-methyl-6-dimethylcarbamoylthieno [2,3-d]pyrimidin-4-one), S(=O)(Cl)Cl (thionyl chloride). The solvent is ClCCCl (1,2-dichloroethane), ClCCCl (1,2-dichloroethane). Yields the product ClCCN1C=NC2=C(C1=O)C(=C(S2)C(N(C)C)=O)C (3-(2-Chloroethyl)-5-methyl-6-dimethylcarbamoylthieno[2,3-d]pyrimidin-4-one). The yield is 83.0%. As a reaction SMILES: O[CH2:2][CH2:3][N:4]1[C:9](=[O:10])[C:8]2[C:11]([CH3:19])=[C:12]([C:14](=[O:18])[N:15]([CH3:17])[CH3:16])[S:13][C:7]=2[N:6]=[CH:5]1.S(Cl)([Cl:22])=O>ClCCCl>[Cl:22][CH2:2][CH2:3][N:4]1[C:9](=[O:10])[C:8]2[C:11]([CH3:19])=[C:12]([C:14](=[O:18])[N:15]([CH3:17])[CH3:16])[S:13][C:7]=2[N:6]=[CH:5]1. Reported procedure: 29.9 g (106 mM [sic]) of 3-(2-hydroxyethyl)-5-methyl-6-dimethylcarbamoylthieno [2,3-d]pyrimidin-4-one in 200 ml of 1,2-dichloroethane were heated to reflux (slow dissolution) and then 12.7 ml (175 mM [sic]) of thionyl chloride in 20 ml of 1,2-dichloroethane were added dropwise. After refluxing for 1 h, the reaction mixture was cooled and concentrated. The crude product was partitioned between methylene chloride and water at pH=9. Drying and concentration of the organic phase resulted in isolatio... The reactants are C#CCCO, CN(C)C=O, Fc1ccccc1-c1cc(Cl)ncn1, [H-], [Na+], O. Yields the product C#CCCOc1cc(-c2ccccc2F)ncn1. Reaction SMILES: [CH2:15]([CH2:16][C:17]#[CH:18])[OH:19].[CH3:23][N:24]([CH3:25])[CH:26]=[O:27].[Cl:1][c:2]1[n:3][cH:4][n:5][c:6](-[c:8]2[c:9]([F:14])[cH:10][cH:11][cH:12][cH:13]2)[cH:7]1.[H-:20].[Na+:21].[OH2:22]>>[c:2]1([O:19][CH2:15][CH2:16][C:17]#[CH:18])[n:3][cH:4][n:5][c:6](-[c:8]2[c:9]([F:14])[cH:10][cH:11][cH:12][cH:13]2)[cH:7]1. Reactants: NC1=C(C(=O)N)C(=CC(=C1)OC)OC (2-amino-4,6-dimethoxybenzamide), N1N=NN=C1CC1=CC=C(C=O)C=C1 (4-(1H-tetrazol-5-ylmethyl)-benzaldehyde), S(=O)(O)[O-].[Na+] (sodium hydrogen sulfite), C1(=CC=C(C=C1)S(=O)(=O)O)C (p-toluenesulfonic acid). Run in O (Water), CN(C(C)=O)C (N,N-dimethyl acetamide). Conditions: temperature 150 celsius, time 3 hour. Yields the product N1N=NN=C1CC1=CC=C(C=C1)C1=NC2=CC(=CC(=C2C(N1)=O)OC)OC (2-(4-((1H-Tetrazol-5-yl)methyl)phenyl)-5,7-dimethoxyquinazolin-4(3H)-one). Isolated yield 36.7%. Reaction SMILES: [NH2:1][C:2]1[CH:10]=[C:9]([O:11][CH3:12])[CH:8]=[C:7]([O:13][CH3:14])[C:3]=1[C:4]([NH2:6])=[O:5].[NH:15]1[C:19]([CH2:20][C:21]2[CH:28]=[CH:27][C:24]([CH:25]=O)=[CH:23][CH:22]=2)=[N:18][N:17]=[N:16]1.S([O-])(O)=O.[Na+].C1(C)C=CC(S(O)(=O)=O)=CC=1>CN(C)C(=O)C.O>[NH:18]1[C:19]([CH2:20][C:21]2[CH:28]=[CH:27][C:24]([C:25]3[NH:6][C:4](=[O:5])[C:3]4[C:2](=[CH:10][C:9]([O:11][CH3:12])=[CH:8][C:7]=4[O:13][CH3:14])[N:1]=3)=[CH:23][CH:22]=2)=[N:15][N:16]=[N:17]1 |f:2.3|. Procedure: IBX (0.437 g, 1.562 mmol) was dissolved in anhydrous DMSO (5 mL) and [4-(1H-tetrazol-5-ylmethyl)-phenyl]-methanol (0.270 g, 1.562 mmol) was added. The reaction mixture was stirred at room temperature under nitrogen for 4 hours. Water (20 mL) was added. The white precipitate was filtered off, washed with water, and dried under vacuum. The crude compound was mixed with methanol (20 mL) and stirred for 30 minutes, before being filtered. The filtrate was concentrated to give 4-(1H-tetrazol-5-ylmethy... Reactants: CC(=O)c1ccc(-c2ccc(O)c(Br)c2)cc1, CCO, [K+], [OH-], CCCCCCC(C)OS(=O)(=O)c1ccc(C)cc1. Product: CCCCCCC(C)Oc1ccc(-c2ccc(C(C)=O)cc2)cc1Br. As a reaction SMILES: [Br:1][c:2]1[cH:3][c:4](-[c:9]2[cH:10][cH:11][c:12]([C:15]([CH3:16])=[O:17])[cH:13][cH:14]2)[cH:5][cH:6][c:7]1[OH:8].[CH3:39][CH2:40][OH:41].[K+:38].[OH-:37].[c:18]1([CH3:19])[cH:20][cH:21][c:22]([S:23]([O:24][CH:28]([CH2:29][CH2:30][CH2:31][CH2:32][CH2:33][CH3:34])[CH3:35])(=[O:25])=[O:26])[cH:27][cH:36]1>>[Br:1][c:2]1[cH:3][c:4](-[c:9]2[cH:10][cH:11][c:12]([C:15]([CH3:16])=[O:17])[cH:13][cH:14]2)[cH:5][cH:6][c:7]1[O:8][CH:28]([CH2:29][CH2:30][CH2:31][CH2:32][CH2:33][CH3:34])[CH3:35].